From a dataset of the Open Reaction Database (ORD), a public repository of structured organic reaction records. describe an organic reaction: reactants, conditions, products, and yield Reactants: CCOC(=O)c1sc(Br)nc1C, CCOC(C)=O, Cl, [Li+], C1CCOC1, [OH-], O, O. The product is Cc1nc(Br)sc1C(=O)O. Reaction SMILES: [CH2:1]([CH3:2])[O:3][C:4](=[O:5])[c:6]1[c:7]([CH3:12])[n:8][c:9]([Br:11])[s:10]1.[CH3:23][CH2:24][O:25][C:26](=[O:27])[CH3:28].[ClH:16].[Li+:15].[O:17]1[CH2:18][CH2:19][CH2:20][CH2:21]1.[OH-:14].[OH2:13].[OH2:22]>>[O:3]=[C:4]([OH:5])[c:6]1[c:7]([CH3:12])[n:8][c:9]([Br:11])[s:10]1. The reactants are C(#N)C1=CC=C(CN2C=NC=C2C(=O)O)C=C1 (1-(4-cyanobenzyl)imidazole-5-carboxylic acid), Cl.CC=1C=C(CC2(CCNCC2)CO)C=CC1 (4-(3-methylbenzyl)-4-hydroxymethylpiperidine hydrochloride salt), Cl.CC1=C(CC2(CCNCC2)CO)C=CC=C1 (4-(2-methylbenzyl)-4-hydroxymethylpiperidine hydrochloride salt). Product: OCC1(CCN(CC1)C(=O)C1=CN=CN1CC1=CC=C(C#N)C=C1)CC1=C(C=CC=C1)C (4-{5-[4-Hydroxymethyl-4-(2-methylbenzyl)piperidine-1-carbonyl]imidazol-1-ylmethyl}benzonitrile). Reaction SMILES: [C:1]([C:3]1[CH:17]=[CH:16][C:6]([CH2:7][N:8]2[C:12]([C:13]([OH:15])=O)=[CH:11][N:10]=[CH:9]2)=[CH:5][CH:4]=1)#[N:2].Cl.CC1C=C(C=CC=1)CC1(CO)CCNCC1.Cl.[CH3:36][C:37]1[CH:51]=[CH:50][CH:49]=[CH:48][C:38]=1[CH2:39][C:40]1([CH2:46][OH:47])[CH2:45][CH2:44][NH:43][CH2:42][CH2:41]1>>[OH:47][CH2:46][C:40]1([CH2:39][C:38]2[CH:48]=[CH:49][CH:50]=[CH:51][C:37]=2[CH3:36])[CH2:45][CH2:44][N:43]([C:13]([C:12]2[N:8]([CH2:7][C:6]3[CH:5]=[CH:4][C:3]([C:1]#[N:2])=[CH:17][CH:16]=3)[CH:9]=[N:10][CH:11]=2)=[O:15])[CH2:42][CH2:41]1 |f:1.2,3.4|. Reported procedure: The title compound was prepared as white solid according to the procedure described in Example 38, Step A-B substituting 1-(4-cyanobenzyl)imidazole-5-acetic acid·lithium chloride with 1-(4-cyanobenzyl)imidazole-5-carboxylic acid and 4-(3-methylbenzyl)-4-hydroxymethylpiperidine hydrochloride salt with 4-(2-methylbenzyl)-4-hydroxymethylpiperidine hydrochloride salt (Example 35) in Step B. The crude product was purified with column chromatography on silica gel eluting with 2-5% methanol in chlorofo... Starting materials: [BH4-].[Na+] (sodium tetrahydroborate), CC1=NC=C(C=N1)C=O (2-methylpyrimidine-5-carbaldehyde), O (H2O). The solvent is CO (methanol). Conditions: time 30 minute. The product is CC1=NC=C(C=N1)CO ((2-Methylpyrimidin-5-yl)methanol). RXN SMILES: [CH3:1][C:2]1[N:7]=[CH:6][C:5]([CH:8]=[O:9])=[CH:4][N:3]=1.[BH4-].[Na+].O>CO>[CH3:1][C:2]1[N:7]=[CH:6][C:5]([CH2:8][OH:9])=[CH:4][N:3]=1 |f:1.2|. Procedure details: A solution of 2-methylpyrimidine-5-carbaldehyde (6.48 g, 53.1 mmol) in methanol (320 mL) was cooled to 0° C. and treated with sodium tetrahydroborate (2.9 g, 77 mmol). After 30 min, the reaction was treated with H2O (50 mL) and extracted with EtOAc (250 mL×15). The organic layers were combined and dried over MgSO4 and concentrated to yield a white solid. The reactants are O=C([O-])[O-], CC(C)(C)[Si](C)(C)OCCI, CN(C)C=O, Clc1ncnc2cc[nH]c12, [Cs+], [Cs+], O. Product: CC(C)(C)[Si](C)(C)OCCn1ccc2ncnc(Cl)c21. RXN SMILES: [C:11](=[O:12])([O-:13])[O-:14].[C:17]([CH3:18])([CH3:19])([CH3:20])[Si:21]([CH3:22])([CH3:23])[O:24][CH2:25][CH2:26][I:27].[CH3:28][N:29]([CH3:30])[CH:31]=[O:32].[Cl:1][c:2]1[c:3]2[c:4]([n:5][cH:6][n:7]1)[cH:8][cH:9][nH:10]2.[Cs+:15].[Cs+:16].[OH2:33]>>[Cl:1][c:2]1[c:3]2[c:4]([n:5][cH:6][n:7]1)[cH:8][cH:9][n:10]2[CH2:26][CH2:25][O:24][Si:21]([C:17]([CH3:18])([CH3:19])[CH3:20])([CH3:22])[CH3:23]. Reactants: COc1ccc(Br)cc1, [Na+], [Na+], O=C([O-])[O-], O, Cc1ccc(B(O)O)cc1. Product: COc1ccc(-c2ccc(C)cc2)cc1. RXN SMILES: [CH3:17][O:18][c:19]1[cH:20][cH:21][c:22]([Br:25])[cH:23][cH:24]1.[Na+:11].[Na+:12].[O-:13][C:14](=[O:15])[O-:16].[OH2:26].[c:1]1([CH3:10])[cH:2][cH:3][c:4]([B:7]([OH:8])[OH:9])[cH:5][cH:6]1>>[c:1]1([CH3:10])[cH:2][cH:3][c:4](-[c:22]2[cH:21][cH:20][c:19]([O:18][CH3:17])[cH:24][cH:23]2)[cH:5][cH:6]1.